This data is from the Open Reaction Database (ORD), a public repository of structured organic reaction records. The task is: describe an organic reaction: reactants, conditions, products, and yield Starting materials: OCCN(C1=CC(=C(C#N)C=C1)C(F)(F)F)CC(F)(F)F (4-[(2-hydroxyethyl)(2,2,2-trifluoroethyl)amino]-2-(trifluoromethyl)benzonitrile), OC=1C=C2C=CNC2=CC1 (5-hydroxyindole). Product: N1C=CC2=CC(=CC=C12)OCCN(C1=CC(=C(C#N)C=C1)C(F)(F)F)CC(F)(F)F (4-[[2-(1H-Indol-5-yloxy)ethyl](2,2,2-trifluoroethyl)amino]-2-(trifluoromethyl)benzonitrile). As a reaction SMILES: [OH:1][CH2:2][CH2:3][N:4]([CH2:17][C:18]([F:21])([F:20])[F:19])[C:5]1[CH:12]=[CH:11][C:8]([C:9]#[N:10])=[C:7]([C:13]([F:16])([F:15])[F:14])[CH:6]=1.O[C:23]1[CH:24]=[C:25]2[C:29](=[CH:30][CH:31]=1)[NH:28][CH:27]=[CH:26]2>>[NH:28]1[C:29]2[C:25](=[CH:24][C:23]([O:1][CH2:2][CH2:3][N:4]([CH2:17][C:18]([F:19])([F:20])[F:21])[C:5]3[CH:12]=[CH:11][C:8]([C:9]#[N:10])=[C:7]([C:13]([F:15])([F:16])[F:14])[CH:6]=3)=[CH:31][CH:30]=2)[CH:26]=[CH:27]1. Procedure: Synthesized as described in Example 1C using 4-[(2-hydroxyethyl)(2,2,2-trifluoroethyl)amino]-2-(trifluoromethyl)benzonitrile and 5-hydroxyindole: MS (APCI) m/z 426 (M−1). Reactants: ClCc1ccccc1, O=c1ccc2cc([N+](=O)[O-])ccc2[nH]1, CN(C)C=O. Yields the product O=c1ccc2cc([N+](=O)[O-])ccc2n1Cc1ccccc1. RXN SMILES: [Cl:15][CH2:16][c:17]1[cH:18][cH:19][cH:20][cH:21][cH:22]1.[N+:1](=[O:2])([O-:3])[c:4]1[cH:5][c:6]2[cH:7][cH:8][c:9](=[O:14])[nH:10][c:11]2[cH:12][cH:13]1.[O:23]=[CH:24][N:25]([CH3:26])[CH3:27]>>[N+:1](=[O:2])([O-:3])[c:4]1[cH:5][c:6]2[cH:7][cH:8][c:9](=[O:14])[n:10]([CH2:16][c:17]3[cH:18][cH:19][cH:20][cH:21][cH:22]3)[c:11]2[cH:12][cH:13]1. Reactants: CC(F)(F)c1ccc(Cn2ncc(N)n2)o1, Cc1cccc(-c2ocnc2C(=O)O)c1. The product is Cc1cccc(-c2ocnc2C(=O)Nc2cnn(Cc3ccc(C(C)(F)F)o3)n2)c1. As a reaction SMILES: [F:1][C:2]([CH3:3])([F:4])[c:5]1[cH:6][cH:7][c:8]([CH2:10][n:11]2[n:12][cH:13][c:14]([NH2:16])[n:15]2)[o:9]1.[c:17]1([CH3:31])[cH:18][c:19](-[c:23]2[c:24]([C:28](=[O:29])[OH:30])[n:25][cH:26][o:27]2)[cH:20][cH:21][cH:22]1>>[F:1][C:2]([CH3:3])([F:4])[c:5]1[cH:6][cH:7][c:8]([CH2:10][n:11]2[n:12][cH:13][c:14]([NH:16][C:28]([c:24]3[c:23](-[c:19]4[cH:18][c:17]([CH3:31])[cH:22][cH:21][cH:20]4)[o:27][cH:26][n:25]3)=[O:29])[n:15]2)[o:9]1. Reactants: C(C1=CC=CC=C1)OC=1C=C2C=CC(=C(C2=CC1)C(C1=CC=C(C=C1)OCCN1CCCCC1)=O)OS(=O)(=O)C(F)(F)F (trifluoromethanesulfonic acid 6-benzyloxy-1-[4-(2-piperidin-1-yl-ethoxy)-benzoyl]-naphthalen-2-yl ester), B1(OCC(CO1)(C)C)B2OCC(CO2)(C)C (bis(neopentyl glycolato)diboron), BrC1=C(C=C(C=C1)F)F (1-bromo-2,4-difluorobenzene), BrC1=C(C=C(C=C1)F)F (1-bromo-2,4-difluorobenzene), [F-].[Cs+] (cesium fluoride), BrC1=C(C=C(C=C1)F)F (1-bromo-2,4-difluorobenzene). Reagents/catalysts: C1CCC(CC1)P(C2CCCCC2)C3CCCCC3.C1CCC(CC1)P(C2CCCCC2)C3CCCCC3.[Pd] (bis(tricyclohexylphosphine)palladium(0)). The solvent is C(C)#N (acetonitrile). Run at time 5 minute. The product is C(C1=CC=CC=C1)OC=1C=C2C=CC(=C(C2=CC1)C(=O)C1=CC=C(C=C1)OCCN1CCCCC1)C1=C(C=C(C=C1)F)F ([6-Benzyloxy-2-(2,4-difluoro-phenyl)-naphthalen-1-yl]-[4-(2-piperidin-1-yl-ethoxy)-phenyl]-methanone). Isolated yield 58.1%. Reaction SMILES: [CH2:1]([O:8][C:9]1[CH:10]=[C:11]2[C:16](=[CH:17][CH:18]=1)[C:15]([C:19](=[O:35])[C:20]1[CH:25]=[CH:24][C:23]([O:26][CH2:27][CH2:28][N:29]3[CH2:34][CH2:33][CH2:32][CH2:31][CH2:30]3)=[CH:22][CH:21]=1)=[C:14](OS(C(F)(F)F)(=O)=O)[CH:13]=[CH:12]2)[C:2]1[CH:7]=[CH:6][CH:5]=[CH:4][CH:3]=1.B1(B2OCC(C)(C)CO2)OCC(C)(C)CO1.[F-].[Cs+].Br[C:63]1[CH:68]=[CH:67][C:66]([F:69])=[CH:65][C:64]=1[F:70]>C1CCC(P(C2CCCCC2)C2CCCCC2)CC1.C1CCC(P(C2CCCCC2)C2CCCCC2)CC1.[Pd].C(#N)C>[CH2:1]([O:8][C:9]1[CH:10]=[C:11]2[C:16](=[CH:17][CH:18]=1)[C:15]([C:19]([C:20]1[CH:21]=[CH:22][C:23]([O:26][CH2:27][CH2:28][N:29]3[CH2:34][CH2:33][CH2:32][CH2:31][CH2:30]3)=[CH:24][CH:25]=1)=[O:35])=[C:14]([C:63]1[CH:68]=[CH:67][C:66]([F:69])=[CH:65][C:64]=1[F:70])[CH:13]=[CH:12]2)[C:2]1[CH:3]=[CH:4][CH:5]=[CH:6][CH:7]=1 |f:2.3,5.6.7|. Reported procedure: Add trifluoromethanesulfonic acid 6-benzyloxy-1-[4-(2-piperidin-1-yl-ethoxy)-benzoyl]-naphthalen-2-yl ester (0.45 g, 0.73 mmol), bis(neopentyl glycolato)diboron (0.18 g, 0.81 mmol), bis(tricyclohexylphosphine)palladium(0) (0.098 g, 0.15 mmol) and acetonitrile (7.5 mL) to a round bottom flask. Stir at ambient temperature for approximately 5 minutes to dissolve most of the reagents. Add cesium fluoride (1.00 g, 6.61 mmol), place the flask in a 90° C. oil bath, and stir under nitrogen for 2-3 minut... Reactants: FC(C(F)F)(OC1=CC=C(C=C1)NC(NN)=O)F (4-[4-(1,1,2,2-Tetrafluoroethoxy)phenyl]semicarbazide), Cl.C(C)(=N)N (acetamidine hydrochloride), C(C)(=O)O (acetic acid). The solvent is CN(C=O)C (dimethylformamide). Run at time 1 hour. Yields the product CC=1N(C(NN1)=O)C1=CC=C(C=C1)OC(C(F)F)(F)F (5-methyl-4-[4-(1,1,2,2-tetrafluoroethoxy)phenyl]-3(2H,4H)-1,2,4-triazolone). Yield: 55.1%. RXN SMILES: [F:1][C:2]([F:18])([O:6][C:7]1[CH:12]=[CH:11][C:10]([NH:13][C:14](=[O:17])[NH:15][NH2:16])=[CH:9][CH:8]=1)[CH:3]([F:5])[F:4].Cl.[C:20](N)(=N)[CH3:21].C(O)(=O)C>CN(C)C=O>[CH3:20][C:21]1[N:13]([C:10]2[CH:9]=[CH:8][C:7]([O:6][C:2]([F:18])([F:1])[CH:3]([F:4])[F:5])=[CH:12][CH:11]=2)[C:14](=[O:17])[NH:15][N:16]=1 |f:1.2|. Reported procedure: 4-[4-(1,1,2,2-Tetrafluoroethoxy)phenyl]semicarbazide (6.0 g) and 10.6 g of acetamidine hydrochloride were dissolved in 100 ml of dimethylformamide. The solution was stirred for one hour at room temperature. After adding 6.6 g of acetic acid, the reaction solution was heated at 80° C. for seven hours and concentrated under reduced pressure. The residue was dissolved in a mixture of 200 ml of ethyl acetate and 40 ml of water. The separated organic layer was washed with water and saturated sodium c... Reactants: Cl.OCCC1NCCC2=CC=C(C=C12)[N+](=O)[O-] (1-(2-hydroxyethyl)-7-nitro-1,2,3,4-tetrahydroisoquinoline hydrochloride), Pd--C. Solvent: C(C)O (ethanol). Run at time 2 hour. The product is Cl.OCCC1NCCC2=CC=C(C=C12)N (1-(2-Hydroxyethyl)-1,2,3,4-tetrahydroisoquinoline-7-amine Hydrochloride). Isolated yield 93.9%. Reaction SMILES: [ClH:1].[OH:2][CH2:3][CH2:4][CH:5]1[C:14]2[C:9](=[CH:10][CH:11]=[C:12]([N+:15]([O-])=O)[CH:13]=2)[CH2:8][CH2:7][NH:6]1>C(O)C>[ClH:1].[OH:2][CH2:3][CH2:4][CH:5]1[C:14]2[C:9](=[CH:10][CH:11]=[C:12]([NH2:15])[CH:13]=2)[CH2:8][CH2:7][NH:6]1 |f:0.1,3.4|. Reported procedure: To a solution of 1-(2-hydroxyethyl)-7-nitro-1,2,3,4-tetrahydroisoquinoline hydrochloride (2.18 g, 8.43 mmol) in ethanol (100 ml) was added 10% Pd--C (0.4 g) and the solution hydrogenated on the Parr Hydrogenator for 2 h. The reaction mixture was filtered to remove the catalyst and the filtrate reduced to about 1/3 of the volume. The solution was warmed and ether (150 ml) was added. The precipitate was collected to give the title compound as a yellow solid (1.81 g, 94%), m.p. 199.5-200.5° C.